From a dataset of the Open Reaction Database (ORD), a public repository of structured organic reaction records. describe an organic reaction: reactants, conditions, products, and yield Reactants: BrC=1C=C(C=CC1)C=1C=CC=C(C1)C1(C(OCCC1)=O)C[SeH] (5-(3-Bromophenyl)phenylselenylmethyl-tetrahydropyran-2-one), C(CCC)[SnH](CCCC)CCCC (tributyltin hydride). Solvent: C1(=CC=CC=C1)C (toluene). Reaction conditions: temperature 65 celsius, time 10 minute. Yields the product BrC=1C=C(CC2CCC(OC2)=O)C=CC1 (5(m-Bromobenzyl)tetrahydropyran-2-one). Yield: 81.1%. RXN SMILES: [Br:1][C:2]1[CH:3]=[C:4]([C:8]2C=CC=[C:12]([C:14]3(C[SeH])CC[CH2:17][O:16][C:15]3=[O:20])[CH:13]=2)[CH:5]=[CH:6][CH:7]=1.C([SnH](CCCC)CCCC)CCC>C1(C)C=CC=CC=1>[Br:1][C:2]1[CH:3]=[C:4]([CH:5]=[CH:6][CH:7]=1)[CH2:8][CH:13]1[CH2:17][O:16][C:15](=[O:20])[CH2:14][CH2:12]1. Procedure details: 5-(3-Bromophenyl)phenylselenylmethyl-tetrahydropyran-2-one (6.7 g, 15.8 mmole) is suspended in 100 ml dry toluene in an oven dried 250 ml 3-neck round bottom flask under nitrogen. The suspension is brought to solution by warming to 65° C. The solution is treated with tributyltin hydride (4.7 ml, 17.4 mmole), stirred for 10 minutes, and treated with azo(bis)isobutyrlnitrile (0.285 g, 1.74 mmole) in one lot. The reaction mixture is stirred 1.5 hours at 65° C., cooled to room temperature, and conce... Reactants: NC=1C(=NOC1C(=O)N)C1=CC=C(C=C1)S(=O)(=O)C (4-amino-3-(4-methanesulfonyl-phenyl)-isoxazole-5-carboxylic acid amide), C(C)(=O)OC(C)=O (acetic anhydride). Solvent: C(OCC)(OCC)OCC (CH(OEt)3). The product is CS(=O)(=O)C1=CC=C(C=C1)C1=NOC2=C1N=CN=C2O (3-(4-methanesulfonyl-phenyl)-isoxazolo[4,5-d]pyrimidin-7-ol). RXN SMILES: [NH2:1][C:2]1[C:3]([C:10]2[CH:15]=[CH:14][C:13]([S:16]([CH3:19])(=[O:18])=[O:17])=[CH:12][CH:11]=2)=[N:4][O:5][C:6]=1[C:7]([NH2:9])=[O:8].[C:20](OC(=O)C)(=O)C>C(OCC)(OCC)OCC>[CH3:19][S:16]([C:13]1[CH:12]=[CH:11][C:10]([C:3]2[C:2]3[N:1]=[CH:20][N:9]=[C:7]([OH:8])[C:6]=3[O:5][N:4]=2)=[CH:15][CH:14]=1)(=[O:18])=[O:17]. Procedure: To a suspension of 4-amino-3-(4-methanesulfonyl-phenyl)-isoxazole-5-carboxylic acid amide (2.5 g, 8.9 mmol) in CH(OEt)3 (30 mL), was added acetic anhydride (10 mL) at ambient temperature. The reaction was heated to reflux for 5 h and cooled to room temperature. The reaction was concentrated under vacuum and poured into H2O (50 mL). The organic material was extracted with ethyl acetate(50 mL), dried over MgSO4 and concentrated under vacuum. The crude product was used for the next step without fur... Starting materials: C1(=CC=CC=C1)N=C=S (phenyl isothiocyanate), NCl (chloramine), ice, [O-]CC.[Na+] (sodium ethoxide), C(CC#N)#N (malononitrile). Solvent: C(C)O (ethanol). Reaction conditions: time 12 hour. The product is NC1=NSC(=C1C#N)NC1=CC=CC=C1 (3-Amino-5-phenylamino-isothiazol-4-carbonitrile). As a reaction SMILES: [O-]CC.[Na+].[C:5](#[N:9])[CH2:6][C:7]#[N:8].[C:10]1([N:16]=[C:17]=[S:18])[CH:15]=[CH:14][CH:13]=[CH:12][CH:11]=1.[NH2:19]Cl>C(O)C>[NH2:8][C:7]1[C:6]([C:5]#[N:9])=[C:17]([NH:16][C:10]2[CH:15]=[CH:14][CH:13]=[CH:12][CH:11]=2)[S:18][N:19]=1 |f:0.1|. Reported procedure: To an ice-cold solution of sodium ethoxide (1.7 g, 25 mmol) in absolute ethanol (25 ml) was added malononitrile (1.65 g, 25 mmol), followed by addition of phenyl isothiocyanate (5.43 g, 25 mmol). The mixture was stirred at ambient temperature for 12 hours, cooled and then treated with freshly prepared aqueous chloramine solution (125 ml). After being stirred for 24 hours at ambient temperature, the mixture was filtered and the solid was dried in air. Crystallization from DMF-EtOH afforded colorl... The reactants are O=C(Cl)c1ccccc1, ClC(Cl)Cl, Cc1cccc(-c2cc(OCCO)cc(C)n2)n1, c1ccncc1. Product: Cc1cccc(-c2cc(OCCOC(=O)c3ccccc3)cc(C)n2)n1. RXN SMILES: [C:19]([c:20]1[cH:21][cH:22][cH:23][cH:24][cH:25]1)(=[O:26])[Cl:27].[CH:28]([Cl:29])([Cl:30])[Cl:31].[OH:1][CH2:2][CH2:3][O:4][c:5]1[cH:6][c:7](-[c:12]2[n:13][c:14]([CH3:18])[cH:15][cH:16][cH:17]2)[n:8][c:9]([CH3:11])[cH:10]1.[cH:32]1[cH:33][cH:34][n:35][cH:36][cH:37]1>>[O:1]([CH2:2][CH2:3][O:4][c:5]1[cH:6][c:7](-[c:12]2[n:13][c:14]([CH3:18])[cH:15][cH:16][cH:17]2)[n:8][c:9]([CH3:11])[cH:10]1)[C:19]([c:20]1[cH:21][cH:22][cH:23][cH:24][cH:25]1)=[O:26]. Starting materials: C(#N)C=1C=C(C=CC1)CC(=O)C (1-(3-cyanophenyl)acetone), C1(CCC1)Br (cyclobutyl bromide), C([O-])([O-])=O.[Cs+].[Cs+] (cesium carbonate). Run in C(C)#N (acetonitrile). Run at temperature 60 celsius. The product is C(#N)C=1C=C(C=CC1)C(C(C)=O)CC1CCC1 (3-(3-Cyanophenyl)-4-cyclobutyl-butan-2-one). RXN SMILES: [C:1]([C:3]1[CH:4]=[C:5]([CH2:9][C:10]([CH3:12])=[O:11])[CH:6]=[CH:7][CH:8]=1)#[N:2].[CH:13]1(Br)[CH2:16][CH2:15][CH2:14]1.[C:18](=O)([O-])[O-].[Cs+].[Cs+]>C(#N)C>[C:1]([C:3]1[CH:4]=[C:5]([CH:9]([CH2:18][CH:13]2[CH2:16][CH2:15][CH2:14]2)[C:10](=[O:11])[CH3:12])[CH:6]=[CH:7][CH:8]=1)#[N:2] |f:2.3.4|. Procedure details: To a solution of 1.45 g (9.07 mmol) of 1-(3-cyanophenyl)acetone in 18 mL acetonitrile, 1.1 mL (9.5 mmol) cyclobutyl bromide and 5.91 g (18.1 mmol) cesium carbonate were added. After heating the solution in a 60° C. bath overnight, it was cooled and filtered. The filtrate was partitioned between water and EtOAc and the aqueous layer was extracted with EtOAc. The combined organic layer was washed with brine, dried and concentrated. The residue was purified on a flash column using a gradient of 5-1... Reactants: Cl (hydrochloric acid), [N+](=O)([O-])C1=CC=C(C=C1)C1C(C2=C(C(=C(C=C2C1)O)Cl)Cl)=O (4-nitrophenyl-5-hydroxy-6,7-dichloro-1-indanone), C([O-])([O-])=O.[K+].[K+] (potassium carbonate), BrCC(=O)OCC (ethyl bromoacetate), [OH-].[Na+] (sodium hydroxide). The solvent is O (water), CN(C=O)C (dimethylformamide), O (water). Conditions: temperature 100 celsius. The product is O=C1C(CC2=CC(=C(C(=C12)Cl)Cl)OCC(=O)O)(C1=CC=C(C=C1)[N+](=O)[O-])C ([1-Oxo-2-methyl-2-(4-nitrophenyl)-6,7-dichloro-5-indanyloxy]acetic acid). RXN SMILES: [N+:1]([C:4]1[CH:9]=[CH:8][C:7]([CH:10]2[CH2:18][C:17]3[C:12](=[C:13]([Cl:21])[C:14]([Cl:20])=[C:15]([OH:19])[CH:16]=3)[C:11]2=[O:22])=[CH:6][CH:5]=1)([O-:3])=[O:2].[C:23](=O)([O-])[O-].[K+].[K+].Br[CH2:30][C:31]([O:33]CC)=[O:32].[OH-].[Na+].Cl>CN(C)C=O.O>[O:22]=[C:11]1[C:12]2[C:17](=[CH:16][C:15]([O:19][CH2:30][C:31]([OH:33])=[O:32])=[C:14]([Cl:20])[C:13]=2[Cl:21])[CH2:18][C:10]1([CH3:23])[C:7]1[CH:8]=[CH:9][C:4]([N+:1]([O-:3])=[O:2])=[CH:5][CH:6]=1 |f:1.2.3,5.6|. Procedure: A stirred mixture of 2-methyl-2-(4-nitrophenyl-5-hydroxy-6,7-dichloro-1-indanone (4.4 g., 0.0126 mole), potassium carbonate (3.49 g., 0.0252 mole) and ethyl bromoacetate (4.21 g., 0.0252 mole) in dimethylformamide (150 ml.) is warmed at 55°-60° C. for 3 hours, then treated with water (150 ml.)-10N sodium hydroxide solution (7.5 ml., 0.075 mole) and heated at 100° C. for 1.5 hours. The reaction mixture is added slowly to water (1 l.)-12N hydrochloric acid (15 ml.) to precipitate 2.44 g. of [1-oxo... Starting materials: ClC1=C(C=C(C=C1)Cl)N=C1N(CCN1)OCC1=NC=CC=C1 (2-([{2-[(2,5-dichlorophenyl)-imino]-1-imidazolidinyl}oxy]methyl)pyridine), C(=O)O (formic acid), C(C)(=O)OC(C)=O (acetic acid anhydride). Product: ClC1=C(C=C(C=C1)Cl)NC1N(CCN1OCC1=NC=CC=C1)C=O (2-[(2,5-dichlorophenyl)amino]-1-formyl-3-(2-pyridylmethoxy)imidazolidine), C(C)(C)OC(C)C (isopropyl ether). RXN SMILES: [Cl:1][C:2]1[CH:7]=[CH:6][C:5]([Cl:8])=[CH:4][C:3]=1[N:9]=[C:10]1[NH:14][CH2:13][CH2:12][N:11]1[O:15][CH2:16][C:17]1[CH:22]=[CH:21][CH:20]=[CH:19][N:18]=1.[C:23](O[C:27](=[O:29])[CH3:28])(=[O:25])C.[CH:30](O)=O>>[Cl:1][C:2]1[CH:7]=[CH:6][C:5]([Cl:8])=[CH:4][C:3]=1[NH:9][CH:10]1[N:11]([O:15][CH2:16][C:17]2[CH:22]=[CH:21][CH:20]=[CH:19][N:18]=2)[CH2:12][CH2:13][N:14]1[CH:23]=[O:25].[CH:27]([O:29][CH:22]([CH3:21])[CH3:17])([CH3:30])[CH3:28]. Procedure: 2.3 g of 2-([{2-[(2,5-dichlorophenyl)-imino]-1-imidazolidinyl}oxy]methyl)pyridine and 5.1 ml of formic acid are cooled to 5° and treated with 12.2 ml of acetic acid anhydride. The solution is warmed to room temperature and evaporated in vacuo. The residue is taken up in ether. The organic phase is washed with a saturated sodium bicarbonate solution, dried and evaporated in vacuo. The residual of oil is chromatographed on silica gel with a mixture of 4 parts of chloroform and 1 part of ethyl acet...